Dataset: the Open Reaction Database (ORD), a public repository of structured organic reaction records. Task: describe an organic reaction: reactants, conditions, products, and yield The reactants are BrC1=C(SC=C1)C(=NO)C1=C(C=CC=C1)OC ((3-bromothien-2-yl) (2-methoxyphenyl)methanone oxime), cuprous chloride, O (water), [OH-].[K+] (potassium hydroxide). Solvent: C(C)OC(C)O (ethoxyethanol). Conditions: time 10 minute. The product is COC1=C(C=CC=C1)C1=NOC2=C1SC=C2 (3-(2-Methoxyphenyl)thieno[2,3-d]isoxazole). As a reaction SMILES: Br[C:2]1[CH:6]=[CH:5][S:4][C:3]=1[C:7]([C:10]1[CH:15]=[CH:14][CH:13]=[CH:12][C:11]=1[O:16][CH3:17])=[N:8][OH:9].O.[OH-].[K+]>C(OC(O)C)C>[CH3:17][O:16][C:11]1[CH:12]=[CH:13][CH:14]=[CH:15][C:10]=1[C:7]1[C:3]2[S:4][CH:5]=[CH:6][C:2]=2[O:9][N:8]=1 |f:2.3|. Reported procedure: A solution of 12.0 g of (3-bromothien-2-yl) (2-methoxyphenyl)methanone oxime in 220ml of ethoxyethanol was combined with 15 ml of water containing 4.3 g of potassium hydroxide pellets (85%) and the mixture was stirred at 110° for 10 minutes and thereafter 0.28 g of cuprous chloride was added. Stirring was maintained at this temperature under nitrogen for one hour. Starting materials: C1(CC1)CC(=O)O (cyclopropylacetic acid), Cl.COC([C@@H](N)C)=O (L-alanine methyl ester hydrochloride). Reported procedure: Following General Procedure BD above, and using cyclopropylacetic acid (Aldrich) with L-alanine methyl ester hydrochloride (Sigma), the title compound was prepared. Reaction SMILES: [CH:1]1([CH2:4][C:5]([OH:7])=O)[CH2:3][CH2:2]1.Cl.[CH3:9][O:10][C:11](=[O:15])[C@H:12]([CH3:14])[NH2:13]>>[CH3:9][O:10][C:11](=[O:15])[C@H:12]([CH3:14])[NH:13][C:5](=[O:7])[CH2:4][CH:1]1[CH2:2][CH2:3]1 |f:1.2|. Product: COC([C@@H](NC(CC1CC1)=O)C)=O (N-(cyclopropylacetyl)-L-alanine methyl ester). The reactants are ClC1=NSC(=C1C#N)C1=CC=C(C=C1)NC(=O)NC1=C(C=CC(=C1)C)F (1-[4-(3-chloro-4-cyanoisothiazol-5-yl)phenyl]-3-(2-fluoro-5-methylphenyl)urea), O1CCN(CC1)CCCN (3-morpholinopropylamine), C(=O)([O-])[O-].[Na+].[Na+].[Cl-].[Na+].O (Na2CO3 brine). The solvent is CCOC(=O)C (EtOAc). Reaction conditions: temperature 70 celsius. The product is C(#N)C=1C(=NSC1C1=CC=C(C=C1)NC(=O)NC1=C(C=CC(=C1)C)F)NCCCN1CCOCC1 (1-(4-{4-Cyano-3-[(3-morpholin-4-ylpropyl)amino]isothiazol-5-yl}phenyl)-3-(2-fluoro-5-methylphenyl)urea). Isolated yield 16.0%. Reaction SMILES: Cl[C:2]1[C:6]([C:7]#[N:8])=[C:5]([C:9]2[CH:14]=[CH:13][C:12]([NH:15][C:16]([NH:18][C:19]3[CH:24]=[C:23]([CH3:25])[CH:22]=[CH:21][C:20]=3[F:26])=[O:17])=[CH:11][CH:10]=2)[S:4][N:3]=1.[O:27]1[CH2:32][CH2:31][N:30]([CH2:33][CH2:34][CH2:35][NH2:36])[CH2:29][CH2:28]1.C([O-])([O-])=O.[Na+].[Na+].[Cl-].[Na+].O>CCOC(C)=O>[C:7]([C:6]1[C:2]([NH:36][CH2:35][CH2:34][CH2:33][N:30]2[CH2:31][CH2:32][O:27][CH2:28][CH2:29]2)=[N:3][S:4][C:5]=1[C:9]1[CH:14]=[CH:13][C:12]([NH:15][C:16]([NH:18][C:19]2[CH:24]=[C:23]([CH3:25])[CH:22]=[CH:21][C:20]=2[F:26])=[O:17])=[CH:11][CH:10]=1)#[N:8] |f:2.3.4.5.6.7|. Procedure details: A mixture of 1-[4-(3-chloro-4-cyanoisothiazol-5-yl)phenyl]-3-(2-fluoro-5-methylphenyl)urea (50 mg, 0.13 mmol) and 0.2 mL 3-morpholinopropylamine was heated at 70° C. for 18 hours. Then an aqueous Na2CO3/brine mixture and EtOAc workup was done, and the resulting material chromatographed eluting with CHCl3/MeOH. The resulting solid was then triturated with a 1:1/CHCl3/hexane mixture which gave the title compound as a pale yellow solid (10 mg, 16%).